This data is from the Open Reaction Database (ORD), a public repository of structured organic reaction records. The task is: describe an organic reaction: reactants, conditions, products, and yield Starting materials: C[Al](C)C, COC(=O)CC1=CCN(C(=O)OCc2ccccc2)CC1, ClCCCl, Nc1ncccc1Br. Product: O=C(CC1=CCN(C(=O)OCc2ccccc2)CC1)Nc1ncccc1Br. RXN SMILES: [CH3:1][Al:2]([CH3:3])[CH3:4].[CH3:5][O:6][C:7]([CH2:8][C:9]1=[CH:14][CH2:13][N:12]([C:15](=[O:16])[O:17][CH2:18][c:19]2[cH:20][cH:21][cH:22][cH:23][cH:24]2)[CH2:11][CH2:10]1)=[O:25].[Cl:34][CH2:35][CH2:36][Cl:37].[NH2:26][c:27]1[n:28][cH:29][cH:30][cH:31][c:32]1[Br:33]>>[C:7]([CH2:8][C:9]1=[CH:14][CH2:13][N:12]([C:15](=[O:16])[O:17][CH2:18][c:19]2[cH:20][cH:21][cH:22][cH:23][cH:24]2)[CH2:11][CH2:10]1)(=[O:25])[NH:26][c:27]1[n:28][cH:29][cH:30][cH:31][c:32]1[Br:33]. Reactants: F[B-](F)(F)F, CC(C)(C)N, CCOC(C)=O, Cl, COc1cccc(-c2nc(SC)nc3ccc(C(=O)O)c(N)c23)c1, [Na+], O=C([O-])O, CN(C)C=O, C1COCCO1, O, CN(C)C(On1nnc2ccccc21)=[N+](C)C. The product is COc1cccc(-c2nc(SC)nc3ccc(C(=O)NC(C)(C)C)c(N)c23)c1. RXN SMILES: [B-:25]([F:26])([F:27])([F:28])[F:29].[CH3:47][C:48]([CH3:49])([CH3:50])[NH2:51].[CH3:70][CH2:71][O:72][C:73]([CH3:74])=[O:75].[ClH:58].[NH2:1][c:2]1[c:3]2[c:4](-[c:17]3[cH:18][c:19]([O:23][CH3:24])[cH:20][cH:21][cH:22]3)[n:5][c:6]([S:15][CH3:16])[n:7][c:8]2[cH:9][cH:10][c:11]1[C:12](=[O:13])[OH:14].[Na+:56].[O-:52][C:53]([OH:54])=[O:55].[O:59]=[CH:60][N:61]([CH3:62])[CH3:63].[O:64]1[CH2:65][CH2:66][O:67][CH2:68][CH2:69]1.[OH2:57].[n:30]1([O:31][C:32]([N:33]([CH3:34])[CH3:35])=[N+:36]([CH3:37])[CH3:38])[c:39]2[cH:40][cH:41][cH:42][cH:43][c:44]2[n:45][n:46]1>>[NH2:1][c:2]1[c:3]2[c:4](-[c:17]3[cH:18][c:19]([O:23][CH3:24])[cH:20][cH:21][cH:22]3)[n:5][c:6]([S:15][CH3:16])[n:7][c:8]2[cH:9][cH:10][c:11]1[C:12](=[O:13])[NH:51][C:48]([CH3:47])([CH3:49])[CH3:50]. Starting materials: CC=1SC=C(N1)C1=CC=C(C#N)C=C1 (4-(2-methyl-1,3-thiazol-4-yl)benznitrile), O.O.S(=O)(=O)([O-])[O-].[Na+].[Na+] (sodium sulfate dihydrate), [H-] (hydride). Run in C1=CC=CC=C1 (benzene), C1(=CC=CC=C1)C (toluene). Conditions: time 1 hour. The product is CC=1SC=C(N1)C1=CC=C(C=O)C=C1 (4-(2-methyl-1,3-thiazol-4-yl)benzaldehyde). Isolated yield 68.0%. Reaction SMILES: [CH3:1][C:2]1[S:3][CH:4]=[C:5]([C:7]2[CH:14]=[CH:13][C:10]([C:11]#N)=[CH:9][CH:8]=2)[N:6]=1.[H-].O.O.S([O-])([O-])(=O)=[O:19].[Na+].[Na+]>C1C=CC=CC=1.C1(C)C=CC=CC=1>[CH3:1][C:2]1[S:3][CH:4]=[C:5]([C:7]2[CH:14]=[CH:13][C:10]([CH:11]=[O:19])=[CH:9][CH:8]=2)[N:6]=1 |f:2.3.4.5.6|. Procedure details: 2.95 g of 4-(2-methyl-1,3-thiazol-4-yl)benznitrile was dissloved in 100 ml of benzene and thereto was added dropwise a solution in toluene (1.5M) of diisobutylalminum hydride at the room temperature. Agitation was made for 1 hour. An excess amount of sodium sulfate dihydrate was added to the mixture and the resultant was stirred at the room temperature. A filtrate liquid thereof was concentrated and purified with column chromatography using silica gel and dichloromethane to obtain 1.95 g of the ... Starting materials: CC=COCC, O=C(Cl)C(Cl)(Cl)Cl, ClCCl, c1ccncc1. The product is CCOC=C(C)C(=O)C(Cl)(Cl)Cl. As a reaction SMILES: [CH2:1]([CH3:2])[O:3][CH:4]=[CH:5][CH3:6].[Cl:13][C:14]([C:15](=[O:16])[Cl:17])([Cl:18])[Cl:19].[Cl:20][CH2:21][Cl:22].[cH:7]1[cH:8][cH:9][n:10][cH:11][cH:12]1>>[CH2:1]([CH3:2])[O:3][CH:4]=[C:5]([CH3:6])[C:15]([C:14]([Cl:13])([Cl:18])[Cl:19])=[O:16]. Starting materials: C(C)OC(=O)C1=NC2=CC=CC=C2C1=[N+]=[N-] (3-diazo-3H-indole-2-carboxylic acid ethyl ester), C(C1=CC=CC=C1)O (benzyl alcohol). Product: C(C)OC(=O)C=1NC2=CC=CC=C2C1OCC1=CC=CC=C1 (3-benzyloxy-1H-indole-2-carboxylic acid ethyl ester). Procedure details: React 3-diazo-3H-indole-2-carboxylic acid ethyl ester, 5, (305 mg, 1.4 mmol) with benzyl alcohol (5.0 equiv., 0.73 mL, 7.05 mmol) as described in General Synthetic Procedure VIII to afford 3-benzyloxy-1H-indole-2-carboxylic acid ethyl ester 6 (R1=benzyl) as a white solid [MS obs=296 (M+1)]. Hydrolyze the ester to the carboxylic acid 7 (R1=benzyl) using General Synthetic Procedure IX and then transform the carboxylic acid to the corresponding primary amide as described in General Synthetic Proced... RXN SMILES: [CH2:1]([O:3][C:4]([C:6]1[C:14](=[N+]=[N-])[C:13]2[C:8](=[CH:9][CH:10]=[CH:11][CH:12]=2)[N:7]=1)=[O:5])[CH3:2].[CH2:17]([OH:24])[C:18]1[CH:23]=[CH:22][CH:21]=[CH:20][CH:19]=1>>[CH2:1]([O:3][C:4]([C:6]1[NH:7][C:8]2[C:13]([C:14]=1[O:24][CH2:17][C:18]1[CH:23]=[CH:22][CH:21]=[CH:20][CH:19]=1)=[CH:12][CH:11]=[CH:10][CH:9]=2)=[O:5])[CH3:2]. Yields the product COc1cc(F)c(F)cc1-c1ccc(OCc2nc(C(=O)O)cs2)cc1. As a reaction SMILES: [CH2:1]([CH3:2])[O:3][C:4](=[O:5])[c:6]1[n:7][c:8]([CH2:11][O:12][c:13]2[cH:14][cH:15][c:16](-[c:19]3[c:20]([O:27][CH3:28])[cH:21][c:22]([F:26])[c:23]([F:25])[cH:24]3)[cH:17][cH:18]2)[s:9][cH:10]1.[CH2:33]1[O:34][CH2:35][CH2:36][CH2:37]1.[ClH:32].[Li+:31].[OH-:30].[OH2:29].[OH2:38]>>[O:3]=[C:4]([OH:5])[c:6]1[n:7][c:8]([CH2:11][O:12][c:13]2[cH:14][cH:15][c:16](-[c:19]3[c:20]([O:27][CH3:28])[cH:21][c:22]([F:26])[c:23]([F:25])[cH:24]3)[cH:17][cH:18]2)[s:9][cH:10]1. Starting materials: CCOC(=O)c1csc(COc2ccc(-c3cc(F)c(F)cc3OC)cc2)n1, C1CCOC1, Cl, [Li+], [OH-], O, O.